Task: describe an organic reaction: reactants, conditions, products, and yield. Dataset: the Open Reaction Database (ORD), a public repository of structured organic reaction records Reactants: N1=CC=CC2=C1OC1=C(C(N2)=O)C=CC=C1 (pyrido[2,3-b][1,4]benzoxazepin-6(5H)-one), B.CSC (borane dimethylsulfide), CO (methanol). Run in O1CCCC1 (tetrahydrofuran), O1CCCC1 (tetrahydrofuran). Reaction conditions: time 8 hour. Yields the product N1=CC=CC2=C1OC1=C(CN2)C=CC=C1 (5,6-Dihydropyrido[2,3-b][1,4]benzoxazepine). Yield: 29.8%. As a reaction SMILES: [N:1]1[C:6]2[O:7][C:8]3[CH:16]=[CH:15][CH:14]=[CH:13][C:9]=3[C:10](=O)[NH:11][C:5]=2[CH:4]=[CH:3][CH:2]=1.B.CSC.CO>O1CCCC1>[N:1]1[C:6]2[O:7][C:8]3[CH:16]=[CH:15][CH:14]=[CH:13][C:9]=3[CH2:10][NH:11][C:5]=2[CH:4]=[CH:3][CH:2]=1 |f:1.2|. Procedure: A mixture of 2.8 g of pyrido[2,3-b][1,4]benzoxazepin-6(5H)-one, 10 ml of tetrahydrofuran and 3 ml of 10M borane-dimethylsulfide in tetrahydrofuran is stirred at room temperature overnight and then refluxed for 3 hours. To the mixture is added dropwise under argon, 5 ml of methanol. The solvent is removed under vacuum and methanol added. The solvent is removed under vacuum and 12 ml of 2N NaOH added to the residue. The mixture is refluxed for 2 hours and extracted with ethyl acetate. The extract ... Starting materials: C1COCCN1, Nc1c2c(nc3ccccc13)CCCC2, Cc1ccccc1, O=Cc1c(Cl)cccc1Cl. The product is Clc1cccc(Cl)c1C=Nc1c2c(nc3ccccc13)CCCC2. Reaction SMILES: [CH2:16]1[NH:17][CH2:18][CH2:19][O:20][CH2:21]1.[CH2:1]1[CH2:2][CH2:3][CH2:4][c:5]2[n:6][c:7]3[cH:8][cH:9][cH:10][cH:11][c:12]3[c:13]([NH2:15])[c:14]21.[CH3:32][c:33]1[cH:34][cH:35][cH:36][cH:37][cH:38]1.[Cl:22][c:23]1[c:24]([CH:25]=[O:26])[c:27]([Cl:31])[cH:28][cH:29][cH:30]1>>[CH2:1]1[CH2:2][CH2:3][CH2:4][c:5]2[n:6][c:7]3[cH:8][cH:9][cH:10][cH:11][c:12]3[c:13]([N:15]=[CH:25][c:24]3[c:23]([Cl:22])[cH:30][cH:29][cH:28][c:27]3[Cl:31])[c:14]21. RXN SMILES: [Br:1][c:2]1[cH:3][c:4]([Si:13]([CH2:14][CH3:15])([CH2:16][CH3:17])[CH2:18][CH3:19])[c:5]2[c:6]([cH:12]1)[O:7][C:8]([F:10])([F:11])[O:9]2.[C:20](=[O:21])=[O:22].[CH3:23][CH2:24][O:25][CH2:26][CH3:27]>>[c:2]1([C:20](=[O:21])[OH:22])[cH:3][c:4]([Si:13]([CH2:14][CH3:15])([CH2:16][CH3:17])[CH2:18][CH3:19])[c:5]2[c:6]([cH:12]1)[O:7][C:8]([F:10])([F:11])[O:9]2. Product: CC[Si](CC)(CC)c1cc(C(=O)O)cc2c1OC(F)(F)O2. The reactants are CC[Si](CC)(CC)c1cc(Br)cc2c1OC(F)(F)O2, O=C=O, CCOCC.